This data is from the Open Reaction Database (ORD), a public repository of structured organic reaction records. The task is: describe an organic reaction: reactants, conditions, products, and yield Solvent: C(C(C)C)(=O)OC(C(C)C)=O (isobutyric anhydride). Procedure: 1-(2-(4-fluorophenyl)-6-(trifluoromethyl)pyrazolo[1,5-a]pyridin-3-yl)-2-methylprop-1-enyl isobutyrate. To 2.50 g (8.9 mmol) of 2-(4-fluorophenyl)-6-(trifluoromethyl)pyrazolo[1,5-a]pyridine in 43 ml of isobutyric anhydride was added conc. H2SO4 (5 drops). The mixture was stirred and heated at 142° C. overnight. The mixture was cooled to room temperature and poured into water (120 ml) at 0° C. The solution was then adjusted to pH 10 with 2N NaOH. The aqueous layer was extracted with Et2O (3×100 ml... Conditions: temperature 142 celsius. The yield is 68.0%. RXN SMILES: C([O:6][C:7]([C:11]1[C:12]([C:24]2[CH:29]=[CH:28][C:27]([F:30])=[CH:26][CH:25]=2)=[N:13][N:14]2[CH:19]=[C:18]([C:20]([F:23])([F:22])[F:21])[CH:17]=[CH:16][C:15]=12)=[C:8]([CH3:10])[CH3:9])(=O)C(C)C.FC1C=CC(C2C=C3C=CC(C(F)(F)F)=CN3N=2)=CC=1.O.[OH-].[Na+]>C(OC(=O)C(C)C)(=O)C(C)C.OS(O)(=O)=O>[F:30][C:27]1[CH:26]=[CH:25][C:24]([C:12]2[C:11]([C:7](=[O:6])[CH:8]([CH3:9])[CH3:10])=[C:15]3[CH:16]=[CH:17][C:18]([C:20]([F:23])([F:22])[F:21])=[CH:19][N:14]3[N:13]=2)=[CH:29][CH:28]=1 |f:3.4|. Reagents/catalysts: OS(=O)(=O)O (H2SO4). Yields the product FC1=CC=C(C=C1)C1=NN2C(C=CC(=C2)C(F)(F)F)=C1C(C(C)C)=O (1-(2-(4-fluorophenyl)-6-(trifluoromethyl)pyrazolo[1,5-a]pyridin-3-yl)-2-methylpropan-1-one). The reactants are FC1=CC=C(C=C1)C1=NN2C(C=CC(=C2)C(F)(F)F)=C1 (2-(4-fluorophenyl)-6-(trifluoromethyl)pyrazolo[1,5-a]pyridine), C(C(C)C)(=O)OC(=C(C)C)C=1C(=NN2C1C=CC(=C2)C(F)(F)F)C2=CC=C(C=C2)F (1-(2-(4-fluorophenyl)-6-(trifluoromethyl)pyrazolo[1,5-a]pyridin-3-yl)-2-methylprop-1-enyl isobutyrate), [OH-].[Na+] (NaOH), O (water). RXN SMILES: [CH2:1]([N:4]1[C:12](=[O:13])[C:11]2[N:10]=[C:9]([CH:14]([CH3:27])[CH2:15][C:16]3[CH:21]=[CH:20][C:19]([NH:22][CH2:23][C:24]([OH:26])=[O:25])=[CH:18][CH:17]=3)[NH:8][C:7]=2[N:6]([CH2:28][CH2:29][CH3:30])[C:5]1=[O:31])[CH2:2][CH3:3].S(=O)(=O)(O)O.[CH3:37]O>C(OCC)C>[CH2:1]([N:4]1[C:12](=[O:13])[C:11]2[N:10]=[C:9]([CH:14]([CH3:27])[CH2:15][C:16]3[CH:21]=[CH:20][C:19]([NH:22][CH2:23][C:24]([O:26][CH3:37])=[O:25])=[CH:18][CH:17]=3)[NH:8][C:7]=2[N:6]([CH2:28][CH2:29][CH3:30])[C:5]1=[O:31])[CH2:2][CH3:3]. Reaction conditions: temperature 60 celsius. The solvent is C(C)OCC (ethyl ether). The product is C(CC)N1C(N(C=2NC(=NC2C1=O)C(CC1=CC=C(C=C1)NCC(=O)OC)C)CCC)=O (2-[4-[2-(2,3,6,9-Tetrahydro-1,3-dipropyl-2,6-dioxo-1H-purin-8-yl)propyl]phenylamino)acetic acid, methyl ester). Procedure details: Dissolve 2-[4-[2-(2,3,6,9-tetrahydro-1,3-dipropyl-2,6-dioxo-1H-purin-8-yl)propyl]phenylamino]acetic acid (85.4 g, 0.2 mol) in methanol (500 mL) and treat with concentrated sulfuric acid (0.5 mL). Heat to 60° C. for 16 hours, cool and reduce the solvent by 50% in vacuo. Dilute with ethyl ether (500 mL), wash with saturated sodium hydrogen carbonate, then brine. Dry (MgSO4) and evaporate the solvent in vacuo to give the title compound. Reactants: C(CC)N1C(N(C=2NC(=NC2C1=O)C(CC1=CC=C(C=C1)NCC(=O)O)C)CCC)=O (2-[4-[2-(2,3,6,9-tetrahydro-1,3-dipropyl-2,6-dioxo-1H-purin-8-yl)propyl]phenylamino]acetic acid), CO (methanol), S(O)(O)(=O)=O (sulfuric acid). Reactants: NC(C(=O)N)(C(C)C)C (2-Amino-2,3-dimethylbutyramide), S1C=CC=2C1=NC1=C(C2)C(=O)OC1=O (thieno[2,3-b]pyridine-5,6-dicarboxylic acid anhydride), N#N (N2). Solvent: C1CCOC1 (THF). Run at time 8 hour. Yields the product C(N)(=O)C(C(C)C)(C)NC(=O)C1=C(C=C2C(=N1)SC=C2)C(=O)O (6-[(1-carbamoyl-1,2-dimethylpropyl)carbamoyl]thieno[2,3-b]pyridine-5-carboxylic acid). Yield: 71.9%. As a reaction SMILES: [NH2:1][C:2]([CH3:9])([CH:6]([CH3:8])[CH3:7])[C:3]([NH2:5])=[O:4].[S:10]1[C:14]2=[N:15][C:16]3[C:22](=[O:23])[O:21][C:19](=[O:20])[C:17]=3[CH:18]=[C:13]2[CH:12]=[CH:11]1.N#N>C1COCC1>[C:3]([C:2]([NH:1][C:22]([C:16]1[N:15]=[C:14]2[S:10][CH:11]=[CH:12][C:13]2=[CH:18][C:17]=1[C:19]([OH:21])=[O:20])=[O:23])([CH3:9])[CH:6]([CH3:8])[CH3:7])(=[O:4])[NH2:5]. Reported procedure: 2-Amino-2,3-dimethylbutyramide (9.84 g, 0.076 mol) is added to a stirred suspension of thieno[2,3-b]pyridine-5,6-dicarboxylic acid anhydride (14.8 g, 0.072 mol) in THF under an inert atmosphere of N2 at room temperature. The dark solution is stirred at room temperature overnight and the resulting solid filtered off, washed with THF and air dried to give 17.35 g (72%) of 6-[(1-carbamoyl-1,2-dimethylpropyl)carbamoyl]thieno[2,3-b]pyridine-5-carboxylic acid. The reactants are Cl (hydrochloric acid), FC1=NC=CC=C1N1N=C(C=C1S(=O)(=O)C1=CC(=CC=C1)C)C(=O)OCC (ethyl 1-(2-fluoropyridin-3-yl)-5-[(3-methylphenyl)sulfonyl]-1H-pyrazole-3-carboxylate), solution, [H-].C(C(C)C)[Al+]CC(C)C (diisobutylaluminum hydride). Run in O1CCCC1 (tetrahydrofuran), C1(=CC=CC=C1)C (toluene). Run at temperature 0 celsius, time 1 hour. The product is FC1=NC=CC=C1N1N=C(C=C1S(=O)(=O)C1=CC(=CC=C1)C)CO ({1-(2-fluoropyridin-3-yl)-5-[(3-methylphenyl)sulfonyl]-1H-pyrazol-3-yl}methanol). Yield: 93.4%. As a reaction SMILES: [F:1][C:2]1[C:7]([N:8]2[C:12]([S:13]([C:16]3[CH:21]=[CH:20][CH:19]=[C:18]([CH3:22])[CH:17]=3)(=[O:15])=[O:14])=[CH:11][C:10]([C:23](OCC)=[O:24])=[N:9]2)=[CH:6][CH:5]=[CH:4][N:3]=1.[H-].C([Al+]CC(C)C)C(C)C.Cl>O1CCCC1.C1(C)C=CC=CC=1>[F:1][C:2]1[C:7]([N:8]2[C:12]([S:13]([C:16]3[CH:21]=[CH:20][CH:19]=[C:18]([CH3:22])[CH:17]=3)(=[O:15])=[O:14])=[CH:11][C:10]([CH2:23][OH:24])=[N:9]2)=[CH:6][CH:5]=[CH:4][N:3]=1 |f:1.2|. Reported procedure: A solution of ethyl 1-(2-fluoropyridin-3-yl)-5-[(3-methylphenyl)sulfonyl]-1H-pyrazole-3-carboxylate (384 mg) in tetrahydrofuran (5 mL) was cooled to −78° C., a 1.5 mol/L solution (2.6 mL) of diisobutylaluminum hydride in toluene was added dropwise. The reaction mixture was stirred for 1 hr at 0° C., treated with 1 mol/L hydrochloric acid, and the mixture was extracted with ethyl acetate. The extract was washed with water, saturated aqueous sodium hydrogen carbonate solution and saturated brine, ...